Dataset: the Open Reaction Database (ORD), a public repository of structured organic reaction records. Task: describe an organic reaction: reactants, conditions, products, and yield The reactants are NC=1SC=C(N1)C(C(=O)NC1[C@@H]2N(C(=C(CS2)C=C)C(=O)[O-])C1=O)=NOCC(=O)OC(C1=CC=CC=C1)C1=CC=CC=C1.[Na+] (sodium 7-[2-(2-aminothiazol-4-yl)-2-benzhydryloxycarbonylmethoxyiminoacetamido]-3-vinyl-3-cephem-4-carboxylate), C(C(C)(C)C)(=O)OCI (iodomethyl pivalate), O (water). Solvent: CN(C=O)C (N,N-dimethylformamide). Reaction conditions: time 15 minute. The product is NC=1SC=C(N1)C(C(=O)NC1[C@@H]2N(C(=C(CS2)C=C)C(=O)OCOC(C(C)(C)C)=O)C1=O)=NOCC(=O)OC(C1=CC=CC=C1)C1=CC=CC=C1 (pivaloyloxymethyl 7-[2-(2-aminothiazol-4-yl)-2-benzhydryloxycarbonylmethoxyiminoacetamido]-3-vinyl-3-cephem-4-carboxylate). Isolated yield 80.0%. As a reaction SMILES: [NH2:1][C:2]1[S:3][CH:4]=[C:5]([C:7](=[N:25][O:26][CH2:27][C:28]([O:30][CH:31]([C:38]2[CH:43]=[CH:42][CH:41]=[CH:40][CH:39]=2)[C:32]2[CH:37]=[CH:36][CH:35]=[CH:34][CH:33]=2)=[O:29])[C:8]([NH:10][CH:11]2[C:23](=[O:24])[N:13]3[C:14]([C:20]([O-:22])=[O:21])=[C:15]([CH:18]=[CH2:19])[CH2:16][S:17][C@H:12]23)=[O:9])[N:6]=1.[Na+].[C:45]([O:51][CH2:52]I)(=[O:50])[C:46]([CH3:49])([CH3:48])[CH3:47].O>CN(C)C=O>[NH2:1][C:2]1[S:3][CH:4]=[C:5]([C:7](=[N:25][O:26][CH2:27][C:28]([O:30][CH:31]([C:32]2[CH:37]=[CH:36][CH:35]=[CH:34][CH:33]=2)[C:38]2[CH:43]=[CH:42][CH:41]=[CH:40][CH:39]=2)=[O:29])[C:8]([NH:10][CH:11]2[C:23](=[O:24])[N:13]3[C:14]([C:20]([O:22][CH2:52][O:51][C:45](=[O:50])[C:46]([CH3:49])([CH3:48])[CH3:47])=[O:21])=[C:15]([CH:18]=[CH2:19])[CH2:16][S:17][C@H:12]23)=[O:9])[N:6]=1 |f:0.1|. Procedure details: To a solution of sodium 7-[2-(2-aminothiazol-4-yl)-2-benzhydryloxycarbonylmethoxyiminoacetamido]-3-vinyl-3-cephem-4-carboxylate (syn isomer) (4.1 g) in N,N-dimethylformamide (41 ml) was added iodomethyl pivalate (1.55 g) at 0° C., and the mixture was stirred for 15 minutes at same temperature. The reaction mixture was poured into water (150 ml) and extracted with ethyl acetate (200 ml). The extract was washed with a saturated aqueous sodium bicarbonate and water, followed by drying over magnesiu... The reactants are O (Water), OC1=C(C=O)C=CC(=C1)C(F)(F)F (2-hydroxy-4-(trifluoromethyl)benzaldehyde), CI (methyl iodide), [H-].[Na+] (sodium hydride). Run in CN(C=O)C (N,N-dimethylformamide). Conditions: time 30 minute. Product: COC1=C(C=O)C=CC(=C1)C(F)(F)F (2-methoxy-4-(trifluoromethyl)benzaldehyde). As a reaction SMILES: [OH:1][C:2]1[CH:9]=[C:8]([C:10]([F:13])([F:12])[F:11])[CH:7]=[CH:6][C:3]=1[CH:4]=[O:5].[H-].[Na+].[CH3:16]I.O>CN(C)C=O>[CH3:16][O:1][C:2]1[CH:9]=[C:8]([C:10]([F:11])([F:12])[F:13])[CH:7]=[CH:6][C:3]=1[CH:4]=[O:5] |f:1.2|. Reported procedure: 4.5 g of 2-hydroxy-4-(trifluoromethyl)benzaldehyde was dissolved in 20 ml N,N-dimethylformamide. 1.0 g of sodium hydride (60% oily) was added, followed by stirring at room temperature for 30 minutes. 1.8 ml methyl iodide was added dropwise thereinto, follwed by reacting for 1 hour. Water was added to the reaction solution, and the mixture was extracted with ethyl acetate, washed with brine, dried over anhydrous magnesium sulfate and the solvent was evaporated. The residue was subjected to silica... Reactants: CO, Cc1cc(C#N)ncc1-c1cc(C(=O)N(C)c2ccccc2OCCCO)ccc1Cl, ClCCl, [O-][I+3]([O-])([O-])[O-], [Na+], O, Cl[Ru](Cl)Cl. Yields the product Cc1cc(C#N)ncc1-c1cc(C(=O)N(C)c2ccccc2OCCC(=O)O)ccc1Cl. Reaction SMILES: [CH3:42][OH:43].[Cl:1][c:2]1[c:3](-[c:23]2[cH:24][n:25][c:26]([C:30]#[N:31])[cH:27][c:28]2[CH3:29])[cH:4][c:5]([C:6](=[O:7])[N:8]([CH3:9])[c:10]2[c:11]([O:16][CH2:17][CH2:18][CH2:19][OH:20])[cH:12][cH:13][cH:14][cH:15]2)[cH:21][cH:22]1.[Cl:38][CH2:39][Cl:40].[I+3:32]([O-:33])([O-:34])([O-:35])[O-:36].[Na+:37].[OH2:41].[Ru:44]([Cl:45])([Cl:46])[Cl:47]>>[Cl:1][c:2]1[c:3](-[c:23]2[cH:24][n:25][c:26]([C:30]#[N:31])[cH:27][c:28]2[CH3:29])[cH:4][c:5]([C:6](=[O:7])[N:8]([CH3:9])[c:10]2[c:11]([O:16][CH2:17][CH2:18][C:19](=[O:20])[OH:33])[cH:12][cH:13][cH:14][cH:15]2)[cH:21][cH:22]1. Reactants: CSC=1C(=NNC1)C=1C=NC=CC1 (3-(4-methylsulfanyl-1H-pyrazol-3-yl)-pyridine), BrC=1C(=NNC1)C=1C=NC=CC1 (3-(4-bromo-1H-pyrazol-3-yl)-pyridine), BrC=1C(=NNC1)C=1C=NC=CC1 (3-(4-bromo-1H-pyrazol-3-yl)-pyridine), C(CC)SSCCC (1-propyldisulfanyl-propane), disulfide. The solvent is C(C)(=O)OCC.C(C)OCC (ethyl acetate diethyl ether). Product: C(CC)SC=1C(=NNC1)C=1C=NC=CC1 (3-(4-Propylsulfanyl-1H-pyrazol-3-yl)-pyridine). Isolated yield 76.0%. RXN SMILES: [CH3:1][S:2][C:3]1[C:4]([C:8]2[CH:9]=[N:10][CH:11]=[CH:12][CH:13]=2)=[N:5][NH:6][CH:7]=1.[CH2:14](SSCCC)[CH2:15]C.BrC1C(C2C=NC=CC=2)=NNC=1>C(OCC)(=O)C.C(OCC)C>[CH2:1]([S:2][C:3]1[C:4]([C:8]2[CH:9]=[N:10][CH:11]=[CH:12][CH:13]=2)=[N:5][NH:6][CH:7]=1)[CH2:14][CH3:15] |f:3.4|. Reported procedure: Compound 21E was prepared following the procedure as described for the synthesis of compound 21A using (see scheme 3) 1-propyldisulfanyl-propane as the disulfide and 3-(4-bromo-1H-pyrazol-3-yl)-pyridine (compound 20A). (flash chromatography conditions ethyl acetate/diethyl ether 5/1). Starting materials: C1(=CC=CC=C1)C=1NC2=CC=CC=C2C1 (2-phenyl-1H-indole), [Cl-].CC1=C(C=[N+]2CCCCC2)C=CC=C1 (1-(2-methyl-benzylidene)-piperidinium chloride). Product: C1(=CC=CC=C1)C=1NC2=CC=CC=C2C1C(C1=C(C=CC=C1)C)N1CCCCC1 (2-Phenyl-3-(piperidin-1-yl-o-tolylmethyl)-1H-indole). RXN SMILES: [C:1]1([C:7]2[NH:8][C:9]3[C:14]([CH:15]=2)=[CH:13][CH:12]=[CH:11][CH:10]=3)[CH:6]=[CH:5][CH:4]=[CH:3][CH:2]=1.[Cl-].[CH3:17][C:18]1[CH:30]=[CH:29][CH:28]=[CH:27][C:19]=1[CH:20]=[N+:21]1[CH2:26][CH2:25][CH2:24][CH2:23][CH2:22]1>>[C:1]1([C:7]2[NH:8][C:9]3[C:14]([C:15]=2[CH:20]([N:21]2[CH2:26][CH2:25][CH2:24][CH2:23][CH2:22]2)[C:19]2[CH:27]=[CH:28][CH:29]=[CH:30][C:18]=2[CH3:17])=[CH:13][CH:12]=[CH:11][CH:10]=3)[CH:6]=[CH:5][CH:4]=[CH:3][CH:2]=1 |f:1.2|. Procedure details: The preparation was carried out in accordance with general synthesis instructions 4 from 2-phenyl-1H-indole and 1-(2-methyl-benzylidene)-piperidinium chloride. The reactants are C(C)(=O)N(C(SC)=NC)C(C)=O (1,1-diacetyl-2,3-dimethyl-isothiourea), C(=O)([O-])[O-].[K+].[K+] (K2CO3). The solvent is CO (MeOH). Run at time 1.5 hour. Product: C(C)(=O)NC(SC)=NC (1-acetyl-2,3-dimethyl-isothiourea). Isolated yield 85.1%. RXN SMILES: [C:1]([N:4](C(=O)C)[C:5](=[N:8][CH3:9])[S:6][CH3:7])(=[O:3])[CH3:2].C([O-])([O-])=O.[K+].[K+]>CO>[C:1]([NH:4][C:5](=[N:8][CH3:9])[S:6][CH3:7])(=[O:3])[CH3:2] |f:1.2.3|. Reported procedure: To a solution of 1,1-diacetyl-2,3-dimethyl-isothiourea (0.17 g, 0.90 mmol) in MeOH (10 ml) was added K2CO3 (250 mg, 1.81 mmol) and the reaction stirred at room temperature for 1.5 h. The mixture was concentrated, diluted with CH2Cl2 (25 ml) and water (20 ml) and the aqueous layer was extracted with CH2Cl2 (2×10 ml), dried (Na2SO4) and concentrated to afford 1-acetyl-2,3-dimethyl-isothiourea (112 mg, 85%) as a white solid. 1H NMR (CDCl3) δ 2.10 (s, 3H), 2.43 (s, 3H), 2.93 (s, 3H). Yield: 74.9%. Reaction SMILES: [C:1]([N:4]1[C:12]2[C:7](=[CH:8][CH:9]=[C:10]([F:13])[CH:11]=2)[C:6]([CH2:14]Br)=[N:5]1)(=[O:3])[CH3:2].[CH2:16]1[C:25]2[C:20](=[CH:21][CH:22]=[CH:23][CH:24]=2)[CH2:19][CH2:18][NH:17]1.CCN(C(C)C)C(C)C.C(=O)(O)[O-].[Na+]>C(Cl)Cl>[C:1]([N:4]1[C:12]2[C:7](=[CH:8][CH:9]=[C:10]([F:13])[CH:11]=2)[C:6]([CH2:14][N:17]2[CH2:18][CH2:19][C:20]3[C:25](=[CH:24][CH:23]=[CH:22][CH:21]=3)[CH2:16]2)=[N:5]1)(=[O:3])[CH3:2] |f:3.4|. The solvent is C(Cl)Cl (CH2Cl2). Reactants: C(C)(=O)N1N=C(C2=CC=C(C=C12)F)CBr (1-Acetyl-3-bromomethyl-6-fluoro-1H-indazole), C1NCCC2=CC=CC=C12 (1,2,3,4-tetrahydroisoquinoline), CCN(C(C)C)C(C)C (Hunig's base), C([O-])(O)=O.[Na+] (sodium bicarbonate). Procedure details: 1-Acetyl-3-bromomethyl-6-fluoro-1H-indazole (0.53 g, 1.96 mmol) in CH2Cl2 (10 mL) was treated with 1,2,3,4-tetrahydroisoquinoline (0.261 g, 1.96 mmol) and Hunig's base (0.44 mL, 2.5 mmol) and the mixture stirred at 20° C. for 16 h. The mixture was poured into saturated aqueous sodium bicarbonate solution (25 mL) and extracted with CH2Cl2 (3×25 mL). The combined organic extracts were dried (MgSO4), concentrated and the residue purified by flash chromatography (7%→12% EtOAc in hexane) to give the ... Product: C(C)(=O)N1N=C(C2=CC=C(C=C12)F)CN1CC2=CC=CC=C2CC1 (2-(1-Acetyl-6-fluoro-1H-indazol-3-ylmethyl)-1,2,3,4-tetrahydroisoquinoline). Run at temperature 20 celsius, time 16 hour. Reactants: Clc1ccc(-c2cc(C3CC3)nc(-n3cnc(Br)c3)n2)cc1, CC1(C)OB(c2cccnc2)OC1(C)C. Product: Clc1ccc(-c2cc(C3CC3)nc(-n3cnc(-c4cccnc4)c3)n2)cc1. RXN SMILES: [Br:1][c:2]1[n:3][cH:4][n:5](-[c:7]2[n:8][c:9]([CH:20]3[CH2:21][CH2:22]3)[cH:10][c:11](-[c:13]3[cH:14][cH:15][c:16]([Cl:19])[cH:17][cH:18]3)[n:12]2)[cH:6]1.[CH3:23][C:24]1([CH3:25])[C:26]([CH3:27])([CH3:28])[O:29][B:30]([c:31]2[cH:32][n:33][cH:34][cH:35][cH:36]2)[O:37]1>>[c:2]1(-[c:31]2[cH:32][n:33][cH:34][cH:35][cH:36]2)[n:3][cH:4][n:5](-[c:7]2[n:8][c:9]([CH:20]3[CH2:21][CH2:22]3)[cH:10][c:11](-[c:13]3[cH:14][cH:15][c:16]([Cl:19])[cH:17][cH:18]3)[n:12]2)[cH:6]1. Starting materials: SC1(OC(=NN1)C1=CC=CC=C1)C(C(/C(/C(=O)[O-])=N/OC)=O)Br (2-Mercapto-5-phenyl-1,3,4-oxadiazolyl-(Z)-4-bromo-2-methoxyimino-3-oxo-butyrate), CC(=O)OCC1=C(N2[C@@H]([C@@H](C2=O)N)SC1)C(=O)O (7-amino cephalosporanic acid), NC(=S)N (thiourea), C(C)(=O)[O-].[Na+] (sodium acetate). Solvent: O1CCCC1 (tetrahydrofuran), O (water), C(C)N(CC)CC (triethylamine). Conditions: temperature 10 celsius, time 1 hour. Yields the product CC(=O)OCC1=C(N2[C@@H]([C@@H](C2=O)NC(=O)/C(=N\OC)/C3=CSC(=N3)N)SC1)C(=O)O (cefotaxime). RXN SMILES: SC1([CH:13](Br)[C:14](=O)/[C:15](=[N:19]/[O:20][CH3:21])/[C:16]([O-:18])=O)NN=C(C2C=CC=CC=2)O1.[NH2:24][C:25]([NH2:27])=[S:26].C([O-])(=O)C.[Na+].[CH3:33][C:34]([O:36][CH2:37][C:38]1[CH2:47][S:46][C@@H:41]2[C@H:42]([NH2:45])[C:43](=[O:44])[N:40]2[C:39]=1[C:48]([OH:50])=[O:49])=[O:35]>O1CCCC1.O.C(N(CC)CC)C>[CH3:33][C:34]([O:36][CH2:37][C:38]1[CH2:47][S:46][C@@H:41]2[C@H:42]([NH:45][C:16](/[C:15](/[C:14]3[N:24]=[C:25]([NH2:27])[S:26][CH:13]=3)=[N:19]\[O:20][CH3:21])=[O:18])[C:43](=[O:44])[N:40]2[C:39]=1[C:48]([OH:50])=[O:49])=[O:35] |f:2.3|. Reported procedure: 2-Mercapto-5-phenyl-1,3,4-oxadiazolyl-(Z)-4-bromo-2-methoxyimino-3-oxo-butyrate (46.0 g) was taken in a mixture of tetrahydrofuran (250 ml) and water (150 ml). The solution was cooled to 10° C. and the thiourea (20.47 g) and sodium acetate (4.32 g) were added. The reaction mixture was stirred for 1.0 hr. 7-amino cephalosporanic acid (25.0 g) was added followed by slow addition of triethylamine (20.4 g) the progress of the reaction was monitored by HPLC. The reaction was completed in 6-8 hr. The ...